The task is: describe an organic reaction: reactants, conditions, products, and yield. This data is from the Open Reaction Database (ORD), a public repository of structured organic reaction records. Starting materials: OC=1C=C(C=C(C1)C1=CN(C=2N=CN=C(C21)N[C@@H](C)C2=NN1C(C(N2C2=CC=CC=C2)=O)=CC=C1)COCC[Si](C)(C)C)NS(=O)(=O)C ((S)—N-(3-hydroxy-5-(4-((1-(4-oxo-3-phenyl-3,4-dihydropyrrolo[2,1-f][1,2,4]triazin-2-yl)ethyl)amino)-7-((2-(trimethylsilyl)ethoxy)methyl)-7H-pyrrolo[2,3-d]pyrimidin-5-yl)phenyl)methanesulfonamide), FC(C(=O)O)(F)F (trifluoroacetic acid), N (ammonia). Yields the product OC=1C=C(C=C(C1)C1=CNC=2N=CN=C(C21)N[C@@H](C)C2=NN1C(C(N2C2=CC=CC=C2)=O)=CC=C1)NS(=O)(=O)C ((S)—N-(3-Hydroxy-5-(4-((1-(4-oxo-3-phenyl-3,4-dihydropyrrolo[2,1-f][1,2,4]triazin-2-yl)ethyl)amino)-7H-pyrrolo[2,3-d]pyrimidin-5-yl)phenyl)methanesulfonamide). Isolated yield 27.8%. Reaction SMILES: [OH:1][C:2]1[CH:3]=[C:4]([NH:44][S:45]([CH3:48])(=[O:47])=[O:46])[CH:5]=[C:6]([C:8]2[C:16]3[C:15]([NH:17][C@H:18]([C:20]4[N:25]([C:26]5[CH:31]=[CH:30][CH:29]=[CH:28][CH:27]=5)[C:24](=[O:32])[C:23]5=[CH:33][CH:34]=[CH:35][N:22]5[N:21]=4)[CH3:19])=[N:14][CH:13]=[N:12][C:11]=3[N:10](COCC[Si](C)(C)C)[CH:9]=2)[CH:7]=1.FC(F)(F)C(O)=O.N>>[OH:1][C:2]1[CH:3]=[C:4]([NH:44][S:45]([CH3:48])(=[O:46])=[O:47])[CH:5]=[C:6]([C:8]2[C:16]3[C:15]([NH:17][C@H:18]([C:20]4[N:25]([C:26]5[CH:27]=[CH:28][CH:29]=[CH:30][CH:31]=5)[C:24](=[O:32])[C:23]5=[CH:33][CH:34]=[CH:35][N:22]5[N:21]=4)[CH3:19])=[N:14][CH:13]=[N:12][C:11]=3[NH:10][CH:9]=2)[CH:7]=1. Procedure: (S)—N-(3-hydroxy-5-(4-((1-(4-oxo-3-phenyl-3,4-dihydropyrrolo[2,1-f][1,2,4]triazin-2-yl)ethyl)amino)-7-((2-(trimethylsilyl)ethoxy)methyl)-7H-pyrrolo[2,3-d]pyrimidin-5-yl)phenyl)methanesulfonamide (160 mg, 0.22 mmol) was treated with trifluoroacetic acid (4.1 mL, 53.22 mmol) and a solution of ammonia (7N in methanol, 4.1 mL, 28.7 mmol) according to the method described in Example 27 to give 34 mg (28% yield) of the title compound. Purity 99%. The reactants are CCOC(=O)c1ccccc1CBr, CCOC(=O)Cc1cccc(NC)c1, [Na+], O, O=C([O-])O. Yields the product CCOC(=O)Cc1cccc(N(C)Cc2ccccc2C(=O)OCC)c1. Reaction SMILES: [Br:20][CH2:21][c:22]1[c:23]([C:24](=[O:25])[O:26][CH2:27][CH3:28])[cH:29][cH:30][cH:31][cH:32]1.[CH3:1][NH:2][c:3]1[cH:4][c:5]([CH2:9][C:10](=[O:11])[O:12][CH2:13][CH3:14])[cH:6][cH:7][cH:8]1.[Na+:15].[OH2:33].[OH:16][C:17](=[O:18])[O-:19]>>[CH3:1][N:2]([c:3]1[cH:4][c:5]([CH2:9][C:10](=[O:11])[O:12][CH2:13][CH3:14])[cH:6][cH:7][cH:8]1)[CH2:21][c:22]1[c:23]([C:24](=[O:25])[O:26][CH2:27][CH3:28])[cH:29][cH:30][cH:31][cH:32]1.